This data is from the Open Reaction Database (ORD), a public repository of structured organic reaction records. The task is: describe an organic reaction: reactants, conditions, products, and yield Reactants: BrC1=CC=C(C=C1)/C(=C/COC1=CC(=C(OCC(=O)OC)C=C1)C)/I (Methyl (Z)-[4-[3-(4-bromophenyl)-3-iodoallyloxy]-2-methylphenoxy]acetate), S1C2=C(C=C1[Sn](CCCC)(CCCC)CCCC)C=CC=C2 ((benzo[b]thiophen-2-yl)-tributyltin), solution, C(C)(C)(C)P(C(C)(C)C)C(C)(C)C (tri-t-butylphosphine), C1CCCCC1 (cyclohexane). The solvent is CN(C=O)C (N,N-dimethylformamide). Run at temperature 50 celsius, time 2 hour. Yields the product S1C2=C(C=C1\C(=C/COC1=CC(=C(OCC(=O)OC)C=C1)C)\C1=CC=C(C=C1)Br)C=CC=C2 (methyl (Z)-[4-[3-(benzo[b]thiophen-2-yl)-3-(4-bromophenyl)allyloxy]-2-methylphenoxy]-acetate). RXN SMILES: [Br:1][C:2]1[CH:7]=[CH:6][C:5](/[C:8](/I)=[CH:9]/[CH2:10][O:11][C:12]2[CH:23]=[CH:22][C:15]([O:16][CH2:17][C:18]([O:20][CH3:21])=[O:19])=[C:14]([CH3:24])[CH:13]=2)=[CH:4][CH:3]=1.[S:26]1[C:30]([Sn](CCCC)(CCCC)CCCC)=[CH:29][C:28]2[CH:44]=[CH:45][CH:46]=[CH:47][C:27]1=2.C(P(C(C)(C)C)C(C)(C)C)(C)(C)C.C1CCCCC1>CN(C)C=O>[S:26]1[C:30](/[C:8](/[C:5]2[CH:6]=[CH:7][C:2]([Br:1])=[CH:3][CH:4]=2)=[CH:9]\[CH2:10][O:11][C:12]2[CH:23]=[CH:22][C:15]([O:16][CH2:17][C:18]([O:20][CH3:21])=[O:19])=[C:14]([CH3:24])[CH:13]=2)=[CH:29][C:28]2[CH:44]=[CH:45][CH:46]=[CH:47][C:27]1=2. Procedure: Methyl (Z)-[4-[3-(4-bromophenyl)-3-iodoallyloxy]-2-methylphenoxy]acetate (760 mg, 1.47 mmol) and (benzo[b]thiophen-2-yl)-tributyltin (0.72 g, 1.7 mmol) were dissolved in anhydrous N,N-dimethylformamide (20 mL) and the solution was degassed. 0.15 M solution of tri-t-butylphosphine in cyclohexane (1.2 mL, 0.18 mmol) and tris(dibenzylidenacetone)dipalladium chloroform complex (46 mg, 0.044 mmol) were added; the reaction solution was degassed again and then stirred under inert atmosphere at 50° C. f... Reactants: CC(C)C[AlH]CC(C)C (DIBALH), CCOC(=O)C (EtOAc), C(C)(C)(C)OC(=O)N1C(C(CC1)O[Si](C)(C)C(C)(C)C)C=CC(=O)OCC (3-(tert-Butyldimethylsilanyloxy)-2-(2-ethoxycarbonylvinyl)pyrrolidine-1-carboxylic acid tert-butyl ester), B(F)(F)F.CCOCC (boron trifluoride etherate). The solvent is C(Cl)Cl (DCM), C(Cl)Cl (DCM). Reaction conditions: temperature -78 celsius, time 1 hour. Product: C(C)(C)(C)OC(=O)N1C(C(CC1)O[Si](C)(C)C(C)(C)C)C=CCO (3-(tert-Butyldimethylsilanyloxy)-2-(3-hydroxypropenyl)pyrrolidine-1-carboxylic acid tert-butyl ester). The yield is 108.1%. As a reaction SMILES: [C:1]([O:5][C:6]([N:8]1[CH2:12][CH2:11][CH:10]([O:13][Si:14]([C:17]([CH3:20])([CH3:19])[CH3:18])([CH3:16])[CH3:15])[CH:9]1[CH:21]=[CH:22][C:23](OCC)=[O:24])=[O:7])([CH3:4])([CH3:3])[CH3:2].B(F)(F)F.CCOCC.CC(C[AlH]CC(C)C)C.CCOC(C)=O>C(Cl)Cl>[C:1]([O:5][C:6]([N:8]1[CH2:12][CH2:11][CH:10]([O:13][Si:14]([C:17]([CH3:19])([CH3:18])[CH3:20])([CH3:16])[CH3:15])[CH:9]1[CH:21]=[CH:22][CH2:23][OH:24])=[O:7])([CH3:4])([CH3:3])[CH3:2] |f:1.2|. Reported procedure: A solution containing 42 (8.6 g, 22 mmol) in DCM (80 ml) was cooled to −78° C. To this solution was slowly added boron trifluoride etherate (2.8 mL, 22 mmol) followed by the addition of 1M DIBALH in DCM (60 mL). The solution was stirred at −78° C. for 1 h. The reaction mixture was then treated with EtOAc and stirred for 30 min. The reaction mixture was allowed to warm to −5° C. The reaction was quenched by the dropwise addition of 1M HCl. The mixture was diluted with DCM and H2O and the layers w... Starting materials: N1=CC=C(C=C1)B(O)O (pyridine-4-boronic acid), C([O-])([O-])=O.[K+].[K+] (potassium carbonate), O (water), C(C)OC(=O)N1[C@@H](C[C@@H](C2=NC(=CC=C12)OC)NC1=NC=C(C(=N1)CC1=CC(=CC(=C1)C(F)(F)F)C(F)(F)F)I)CC ((2R*,4S*)-4-{[3,5-Bis(trifluoromethyl)benzyl]-(5-iodopyrimidin-2-yl)}amino-2-ethyl-6-methoxy-3,4-dihydro-2H-[1,5]naphthyridine-1-carboxylic acid ethyl ester). The reagents and catalysts are C=1C=CC(=CC1)[P](C=2C=CC=CC2)(C=3C=CC=CC3)[Pd]([P](C=4C=CC=CC4)(C=5C=CC=CC5)C=6C=CC=CC6)([P](C=7C=CC=CC7)(C=8C=CC=CC8)C=9C=CC=CC9)[P](C=1C=CC=CC1)(C=1C=CC=CC1)C=1C=CC=CC1 (tetrakis(triphenylphosphine)palladium). Solvent: CN(C=O)C (N,N-dimethylformamide). Reaction conditions: temperature 100 celsius, time 2 hour. Yields the product C(C)OC(=O)N1[C@@H](C[C@@H](C2=NC(=CC=C12)OC)NC1=NC=C(C(=N1)CC1=CC(=CC(=C1)C(F)(F)F)C(F)(F)F)C1=CC=NC=C1)CC ((2R*,4S*)-4-{[3,5-bis(trifluoromethyl)benzyl]-[5-(pyridin-4-yl)pyrimidin-2-yl]}amino-2-ethyl-6-methoxy-3,4-dihydro-2H-[1,5]naphthyridine-1-carboxylic acid ethyl ester). Isolated yield 56.3%. Reaction SMILES: [CH2:1]([O:3][C:4]([N:6]1[C:15]2[C:10](=[N:11][C:12]([O:16][CH3:17])=[CH:13][CH:14]=2)[C@@H:9]([NH:18][C:19]2[N:24]=[C:23]([CH2:25][C:26]3[CH:31]=[C:30]([C:32]([F:35])([F:34])[F:33])[CH:29]=[C:28]([C:36]([F:39])([F:38])[F:37])[CH:27]=3)[C:22](I)=[CH:21][N:20]=2)[CH2:8][C@H:7]1[CH2:41][CH3:42])=[O:5])[CH3:2].[N:43]1[CH:48]=[CH:47][C:46](B(O)O)=[CH:45][CH:44]=1.C(=O)([O-])[O-].[K+].[K+].O>CN(C)C=O.C1C=CC([P]([Pd]([P](C2C=CC=CC=2)(C2C=CC=CC=2)C2C=CC=CC=2)([P](C2C=CC=CC=2)(C2C=CC=CC=2)C2C=CC=CC=2)[P](C2C=CC=CC=2)(C2C=CC=CC=2)C2C=CC=CC=2)(C2C=CC=CC=2)C2C=CC=CC=2)=CC=1>[CH2:1]([O:3][C:4]([N:6]1[C:15]2[C:10](=[N:11][C:12]([O:16][CH3:17])=[CH:13][CH:14]=2)[C@@H:9]([NH:18][C:19]2[N:24]=[C:23]([CH2:25][C:26]3[CH:31]=[C:30]([C:32]([F:35])([F:34])[F:33])[CH:29]=[C:28]([C:36]([F:39])([F:38])[F:37])[CH:27]=3)[C:22]([C:46]3[CH:47]=[CH:48][N:43]=[CH:44][CH:45]=3)=[CH:21][N:20]=2)[CH2:8][C@H:7]1[CH2:41][CH3:42])=[O:5])[CH3:2] |f:2.3.4,^1:67,69,88,107|. Reported procedure: (2R*,4S*)-4-{[3,5-Bis(trifluoromethyl)benzyl]-(5-iodopyrimidin-2-yl)}amino-2-ethyl-6-methoxy-3,4-dihydro-2H-[1,5]naphthyridine-1-carboxylic acid ethyl ester (250 mg) is dissolved in N,N-dimethylformamide (2 ml), then thereto are added pyridine-4-boronic acid (87 mg), tetrakis(triphenylphosphine)palladium (81 mg) and potassium carbonate (117 mg), and the mixture is stirred at 100° C. under nitrogen flow for 2 hours. After allowing to cool to room temperature, water is added to the reaction mixtur... The reactants are C(C)(=O)C=1C=C(C(=O)O)C=CC1 (3-acetylbenzoic acid), N=1NC(C=CC1)=O (pyridazinone). Product: O=C1C=CC(=NN1)C=1C=C(C(=O)O)C=CC1 (3-(6-Oxo-1,6-dihydropyridazin-3-yl)benzoic acid). As a reaction SMILES: [C:1]([C:4]1[CH:5]=[C:6]([CH:10]=[CH:11][CH:12]=1)[C:7]([OH:9])=[O:8])(=O)[CH3:2].[N:13]1[NH:14][C:15](=[O:19])[CH:16]=CC=1>>[O:19]=[C:15]1[NH:14][N:13]=[C:1]([C:4]2[CH:5]=[C:6]([CH:10]=[CH:11][CH:12]=2)[C:7]([OH:9])=[O:8])[CH:2]=[CH:16]1. Procedure details: 15 g of 3-acetylbenzoic acid is converted into the pyridazinone in accordance with GWP 1. Starting materials: COc1ccc(C2CN(C)CCC2NC(=O)c2ccccc2)cc1OC, O=P(Cl)(Cl)Cl. Product: COc1cc2c(cc1OC)C1CN(C)CCC1N=C2c1ccccc1. RXN SMILES: [C:1]([c:2]1[cH:3][cH:4][cH:5][cH:6][cH:7]1)(=[O:8])[NH:9][CH:10]1[CH:11]([c:17]2[cH:18][c:19]([O:25][CH3:26])[c:20]([O:23][CH3:24])[cH:21][cH:22]2)[CH2:12][N:13]([CH3:16])[CH2:14][CH2:15]1.[P:27]([Cl:28])([Cl:29])([Cl:30])=[O:31]>>[C:1]1([c:2]2[cH:3][cH:4][cH:5][cH:6][cH:7]2)=[N:9][CH:10]2[CH:11]([CH2:12][N:13]([CH3:16])[CH2:14][CH2:15]2)[c:17]2[cH:18][c:19]([O:25][CH3:26])[c:20]([O:23][CH3:24])[cH:21][c:22]21. The reactants are CN(C)C=O, Cl, CS(=O)(=O)Nc1ccc(F)c(C(=O)O)c1, [H-], C[N+](=O)[O-], [Na+], O. Product: CS(=O)(=O)Nc1ccc(F)c(C(=O)C[N+](=O)[O-])c1. RXN SMILES: [CH3:23][N:24]([CH3:25])[CH:26]=[O:27].[ClH:22].[F:7][c:8]1[c:9]([C:10](=[O:11])[OH:12])[cH:13][c:14]([NH:17][S:18](=[O:19])(=[O:20])[CH3:21])[cH:15][cH:16]1.[H-:1].[N+:3](=[O:4])([O-:5])[CH3:6].[Na+:2].[OH2:28]>>[N+:3](=[O:4])([O-:5])[CH2:6][C:10]([c:9]1[c:8]([F:7])[cH:16][cH:15][c:14]([NH:17][S:18](=[O:19])(=[O:20])[CH3:21])[cH:13]1)=[O:11]. Conditions: time 24 hour. Starting materials: C1(CCCCC1)C(C(=O)O)N1CCC(CC1)(CCN1[C@H]2CC(C[C@@H]1CC2)N2C(=NC1=C2C=CC=C1)C)C1=CC(=CC=C1)F (cyclohexyl(4-(3-fluorophenyl)-4-{2-[(1R,5S)-3-(2-methyl-1H-benzimidazol-1-yl)-8-azabicyclo[3.2.1]oct-8-yl]ethyl}piperidin-1-yl)acetic acid), NO (hydroxylamine), solution, ON1N=NC2=C1C=CC=C2 (N-hydroxybenzotriazole), CN1CCOCC1 (N-methylmorpholine), C(CCl)Cl (EDC). The product is C1(CCCCC1)C(C(=O)N)N1CCC(CC1)(CCN1[C@H]2CC(C[C@@H]1CC2)N2C(=NC1=C2C=CC=C1)C)C1=CC(=CC=C1)F (2-cyclohexyl-2-(4-(3-fluorophenyl)-4-{2-[(1R,5S)-3-(2-methyl-1H-benzimidazol-1-yl)-8-azabicyclo[3.2.1]oct-8-yl]ethyl}piperidin-1-yl)acetamide). Yield: 35.5%. Run in CCOC(=O)C (EtOAc), O (water), CN(C)C=O (DMF). RXN SMILES: [CH:1]1([CH:7]([N:11]2[CH2:16][CH2:15][C:14]([C:37]3[CH:42]=[CH:41][CH:40]=[C:39]([F:43])[CH:38]=3)([CH2:17][CH2:18][N:19]3[C@H:24]4[CH2:25][CH2:26][C@@H:20]3[CH2:21][CH:22]([N:27]3[C:31]5[CH:32]=[CH:33][CH:34]=[CH:35][C:30]=5[N:29]=[C:28]3[CH3:36])[CH2:23]4)[CH2:13][CH2:12]2)[C:8](O)=[O:9])[CH2:6][CH2:5][CH2:4][CH2:3][CH2:2]1.NO.O[N:47]1C2C=CC=CC=2N=N1.CN1CCOCC1.C(Cl)CCl>O.CN(C=O)C.CCOC(C)=O>[CH:1]1([CH:7]([N:11]2[CH2:12][CH2:13][C:14]([C:37]3[CH:42]=[CH:41][CH:40]=[C:39]([F:43])[CH:38]=3)([CH2:17][CH2:18][N:19]3[C@H:20]4[CH2:26][CH2:25][C@@H:24]3[CH2:23][CH:22]([N:27]3[C:31]5[CH:32]=[CH:33][CH:34]=[CH:35][C:30]=5[N:29]=[C:28]3[CH3:36])[CH2:21]4)[CH2:15][CH2:16]2)[C:8]([NH2:47])=[O:9])[CH2:2][CH2:3][CH2:4][CH2:5][CH2:6]1. Procedure details: To a solution of cyclohexyl(4-(3-fluorophenyl)-4-{2-[(1R,5S)-3-(2-methyl-1H-benzimidazol-1-yl)-8-azabicyclo[3.2.1]oct-8-yl]ethyl}piperidin-1-yl)acetic acid (22.0 mg, 0.037 mmol), hydroxylamine (0.2 mL of a 28% solution in water, 3.3 mmol), N-hydroxybenzotriazole (10.1 mg, 0.075 mmol) and N-methylmorpholine (0.10 mL, 0.094 mmol) in 1 mL DMF was added EDC (14 mg, 0.075 mmol). The reaction mixture was stirred for 24 h, then diluted with 4:1 EtOAc:hex and washed with saturated aqueous NaHCO3, dried ... The product is COC=1C(=C(C(=O)NN(C(C)(C)C)C(C2=CC(=CC(=C2)C)C)=O)C=CC1)C (N-(3-methoxy-2-methylbenzoyl)-N'-(3,5-dimethylbenzoyl)-N'-tert-butylhydrazine). The yield is 84.1%. RXN SMILES: [CH3:1][O:2][C:3]1[C:4]([CH3:17])=[C:5]([CH:14]=[CH:15][CH:16]=1)[C:6]([NH:8][NH:9][C:10]([CH3:13])([CH3:12])[CH3:11])=[O:7].[CH3:18][C:19]1[CH:20]=[C:21]([CH:25]=[C:26]([CH3:28])[CH:27]=1)[C:22](Cl)=[O:23].[OH-].[Na+]>C(Cl)Cl.O>[CH3:1][O:2][C:3]1[C:4]([CH3:17])=[C:5]([CH:14]=[CH:15][CH:16]=1)[C:6]([NH:8][N:9]([C:22](=[O:23])[C:21]1[CH:25]=[C:26]([CH3:28])[CH:27]=[C:19]([CH3:18])[CH:20]=1)[C:10]([CH3:13])([CH3:12])[CH3:11])=[O:7] |f:2.3|. Procedure: To a stirred solution of N-(3-methoxy-2-methylbenzoyl)-N'-tert-butylhydrazine (506 g, 2.14 mole) in methylene chloride (1.5 L) at 5° C. were simultaneously added solutions of 3,5-dimethylbenzoyl chloride (360 g, 2.14 moles) in methylene chloride (500 mL) and sodium hydroxide (50% aqueous, 171.2 g, 2.14 moles) diluted with water (400 mL), at such a rate that the temperature of the mixture did not exceed 10° C. Following the addition, the reaction mixture was allowed to reach room temperature and ... Reactants: COC=1C(=C(C(=O)NNC(C)(C)C)C=CC1)C (N-(3-methoxy-2-methylbenzoyl)-N'-tert-butylhydrazine), CC=1C=C(C(=O)Cl)C=C(C1)C (3,5-dimethylbenzoyl chloride), [OH-].[Na+] (sodium hydroxide). The solvent is C(Cl)Cl (methylene chloride), C(Cl)Cl (methylene chloride), C(Cl)Cl (methylene chloride), O (water). The reactants are C1(=CC=CC=C1)C=1SC(=CN1)C(C)=O (1-(2-phenyl-thiazol-5-yl)-ethanone), CC=1N=C(SC1C(C)=O)C=1SC=CC1 (1-(4-methyl-2-thiophen-2-yl-thiazol-5-yl)-ethanone), N (NH3). The product is C[C@H]1N(CCC1)CCC=1C=C2C=CC(=NC2=CC1)C1=CN=C(S1)C1=CC=CC=C1 (6-[2-((2R)-2-Methyl-pyrrolidin-1-yl)-ethyl]-2-(2-phenyl-thiazol-5-yl)-quinoline). Reaction SMILES: [C:1]1([C:7]2[S:8][C:9]([C:12](=O)[CH3:13])=[CH:10][N:11]=2)[CH:6]=[CH:5][CH:4]=[CH:3][CH:2]=1.[CH3:15][C:16]1[N:17]=[C:18]([C:24]2S[CH:26]=[CH:27][CH:28]=2)S[C:20]=1[C:21](=O)[CH3:22].[NH3:29]>>[CH3:15][C@@H:16]1[CH2:20][CH2:21][CH2:22][N:17]1[CH2:18][CH2:24][C:28]1[CH:2]=[C:1]2[C:7](=[CH:26][CH:27]=1)[N:29]=[C:12]([C:9]1[S:8][C:7]([C:1]3[CH:6]=[CH:5][CH:4]=[CH:3][CH:2]=3)=[N:11][CH:10]=1)[CH:13]=[CH:6]2. Procedure details: The title compound was prepared using the procedure described in Example 1G substituting 1-(2-phenyl-thiazol-5-yl)-ethanone (Arcadi, A., et al. Eur. J. Org. Chem. 1999, 11, p. 3117-3126) for 1-(4-methyl-2-thiophen-2-yl-thiazol-5-yl)-ethanone. 1H NMR (300 MHz, CDCl3) δ 1.13 (d, J=6.10 Hz, 3H), 1.46 (m, 1H), 1.78 (m, 2H), 1.95 (m, 1H), 2.24 (q, J=8.82 Hz, 1H), 2.39 (m, 2H), 3.01 (m, 2H), 3.13 (m, 1H), 3.29 (td, J=8.48, 2.71 Hz, 1H), 7.47 (m, 3H), 7.61 (m, 2H), 7.81 (d, J=8.48 Hz, 1H), 8.03 (m, 3H)... Reactants: Cl (hydrochloric acid), C1(=CC=C(C=C1)S(=O)(=O)OCCCCCC#C)C (6-heptynyl p-toluenesulfonate), FC(CCS(=O)(=O)CC#N)(F)F ((3,3,3-trifluoropropylsulfonyl)acetonitrile), C([O-])([O-])=O.[K+].[K+] (potassium carbonate). Run in CS(=O)C (dimethyl sulfoxide). Conditions: temperature 60 celsius, time 2 day. The product is FC(CCS(=O)(=O)C(C#N)CCCCCC#C)(F)F (2-(3,3,3-trifluoropropylsulfonyl)-8-nonynenitrile). Isolated yield 20.7%. As a reaction SMILES: [C:1]1([CH3:18])[CH:6]=[CH:5][C:4](S(OCCCCCC#C)(=O)=O)=[CH:3][CH:2]=1.[F:19][C:20]([F:30])([F:29])[CH2:21][CH2:22][S:23]([CH2:26][C:27]#[N:28])(=[O:25])=[O:24].C(=O)([O-])[O-].[K+].[K+].Cl>CS(C)=O>[F:30][C:20]([F:19])([F:29])[CH2:21][CH2:22][S:23]([CH:26]([CH2:6][CH2:5][CH2:4][CH2:3][CH2:2][C:1]#[CH:18])[C:27]#[N:28])(=[O:24])=[O:25] |f:2.3.4|. Reported procedure: To a solution of 1.0 g of 6-heptynyl p-toluenesulfonate and 0.8 g of (3,3,3-trifluoropropylsulfonyl)acetonitrile in 20 ml of dimethyl sulfoxide was added 0.5 g of potassium carbonate at room temperature. The reaction mixture was stirred at room temperature for 1 hour and at 60° C. for 2 days. The reaction mixture was allowed to stand to cool to nearly room temperature. To the reaction mixture was added 10% hydrochloric acid and then extracted with ethyl acetate. The organic layer was washed with...